Dataset: the Open Reaction Database (ORD), a public repository of structured organic reaction records. Task: describe an organic reaction: reactants, conditions, products, and yield Starting materials: FC1=C(C(=CC(=C1)OC)F)C=1SC=C(N1)C(=O)O (2-(2,6-difluoro-4-methoxyphenyl)thiazole-4-carboxylic acid), BrC1=C(C=CC(=N1)C(=O)OC)F (methyl 6-bromo-5-fluoropicolinate), FC=1C=C(C=C(C1B1OC(C(O1)(C)C)(C)C)F)C(C)O (1-(3,5-difluoro-4-(4,4,5,5-tetramethyl-1,3,2-dioxaborolan-2-yl)phenyl)ethanol), FC=1C=C(C=C(C1B1OC(C(O1)(C)C)(C)C)F)C(C)O (1-(3,5-difluoro-4-(4,4,5,5-tetramethyl-1,3,2-dioxaborolan-2-yl)phenyl)ethanol). Product: FC1=C(C(=CC(=C1)C(C)O)F)C1=C(C=CC(=N1)C(=O)O)F (6-(2,6-difluoro-4-(1-hydroxyethyl)phenyl)-5-fluoropicolinic acid). As a reaction SMILES: FC1C=C(OC)C=C(F)C=1C1SC=C(C(O)=O)N=1.[F:19][C:20]1[CH:21]=[C:22]([CH:36]([OH:38])[CH3:37])[CH:23]=[C:24]([F:35])[C:25]=1B1OC(C)(C)C(C)(C)O1.Br[C:40]1[N:45]=[C:44]([C:46]([O:48]C)=[O:47])[CH:43]=[CH:42][C:41]=1[F:50]>>[F:35][C:24]1[CH:23]=[C:22]([CH:36]([OH:38])[CH3:37])[CH:21]=[C:20]([F:19])[C:25]=1[C:40]1[N:45]=[C:44]([C:46]([OH:48])=[O:47])[CH:43]=[CH:42][C:41]=1[F:50]. Procedure: Following the procedure of Intermediate 104, replacing 2,6-difluoro-4-methoxyphenylboronic acid with 1-(3,5-difluoro-4-(4,4,5,5-tetramethyl-1,3,2-dioxaborolan-2-yl)phenyl)ethanol (Intermediate 106) and replacing methyl 2-bromothiazole-4-carboxylate with methyl 6-bromo-5-fluoropicolinate (see US2012/225062) gave the title compound. The reactants are CO, [Na+], [OH-], O, CCCCCCCCCCCCCC=CCC(O)C(=O)OC. The product is CCCCCCCCCCCCCC=CCC(O)C(=O)O. As a reaction SMILES: [CH3:26][OH:27].[Na+:24].[OH-:23].[OH2:25].[OH:1][CH:2]([C:3](=[O:4])[O:5][CH3:6])[CH2:7][CH:8]=[CH:9][CH2:10][CH2:11][CH2:12][CH2:13][CH2:14][CH2:15][CH2:16][CH2:17][CH2:18][CH2:19][CH2:20][CH2:21][CH3:22]>>[OH:1][CH:2]([C:3](=[O:4])[OH:5])[CH2:7][CH:8]=[CH:9][CH2:10][CH2:11][CH2:12][CH2:13][CH2:14][CH2:15][CH2:16][CH2:17][CH2:18][CH2:19][CH2:20][CH2:21][CH3:22].